Dataset: the Open Reaction Database (ORD), a public repository of structured organic reaction records. Task: describe an organic reaction: reactants, conditions, products, and yield Reactants: Cl (hydrochloric acid), [BH4-].[Na+] (sodium tetrahydroborate), Cl (hydrochloric acid), C(C1=CC=CC=C1)OC=1C=C2C(=C(N(C(C2=CC1)=O)CC(C)C)C(=O)OC)C1=CC(=CC=C1)F (methyl 6-benzyloxy-4-(3-fluorophenyl)-2-isobutyl-1-oxo-1,2-dihydro-3-isoquinolinecarboxylate), O.[OH-].[Li+] (lithium hydroxide monohydrate), C(C(=O)Cl)(=O)Cl (oxalyl chloride). The reagents and catalysts are CN(C=O)C (N,N-dimethylformamide). Solvent: COCCOC (1,2-dimethoxyethane), O (water), O1CCCC1 (tetrahydrofuran), CO (methanol). Conditions: time 1 hour. The product is C(C1=CC=CC=C1)OC=1C=C2C(=C(N(C(C2=CC1)=O)CC(C)C)CO)C1=CC(=CC=C1)F (6-benzyloxy-4-(3-fluorophenyl)-3-hydroxymethyl-2-isobutyl-1(2H)-isoquinolinone). The yield is 24.8%. Reaction SMILES: [CH2:1]([O:8][C:9]1[CH:10]=[C:11]2[C:16](=[CH:17][CH:18]=1)[C:15](=[O:19])[N:14]([CH2:20][CH:21]([CH3:23])[CH3:22])[C:13]([C:24](OC)=[O:25])=[C:12]2[C:28]1[CH:33]=[CH:32][CH:31]=[C:30]([F:34])[CH:29]=1)[C:2]1[CH:7]=[CH:6][CH:5]=[CH:4][CH:3]=1.O.[OH-].[Li+].Cl.C(Cl)(=O)C(Cl)=O.[BH4-].[Na+]>O1CCCC1.CO.CN(C)C=O.COCCOC.O>[CH2:1]([O:8][C:9]1[CH:10]=[C:11]2[C:16](=[CH:17][CH:18]=1)[C:15](=[O:19])[N:14]([CH2:20][CH:21]([CH3:22])[CH3:23])[C:13]([CH2:24][OH:25])=[C:12]2[C:28]1[CH:33]=[CH:32][CH:31]=[C:30]([F:34])[CH:29]=1)[C:2]1[CH:3]=[CH:4][CH:5]=[CH:6][CH:7]=1 |f:1.2.3,6.7|. Procedure: To a solution of methyl 6-benzyloxy-4-(3-fluorophenyl)-2-isobutyl-1-oxo-1,2-dihydro-3-isoquinolinecarboxylate (5.97 g, 13 mmol) in tetrahydrofuran (50 mL) and methanol (50 mL) was added an aqueous solution (10 mL) of lithium hydroxide monohydrate (1.64 g, 39 mmol). The obtained mixture was refluxed under heating for 12 h. The reaction mixture was poured into water, acidified with 1N hydrochloric acid and extracted with ethyl acetate. The extract was washed with brine, dried over anhydrous magnes... The reactants are S1C(=NC2=C1C=CC=C2)OCC(=O)OCC (Ethyl 2-(benzo[d]thiazol-2-yloxy)acetate), [OH-].[Na+] (NaOH), Cl (HCl). Solvent: CO (MeOH). The product is S1C(=NC2=C1C=CC=C2)OCC(=O)O (2-(Benzo[d]thiazol-2-yloxy)acetic acid). Yield: 85.4%. Reaction SMILES: [S:1]1[C:5]2[CH:6]=[CH:7][CH:8]=[CH:9][C:4]=2[N:3]=[C:2]1[O:10][CH2:11][C:12]([O:14]CC)=[O:13].[OH-].[Na+].Cl>CO>[S:1]1[C:5]2[CH:6]=[CH:7][CH:8]=[CH:9][C:4]=2[N:3]=[C:2]1[O:10][CH2:11][C:12]([OH:14])=[O:13] |f:1.2|. Procedure: To a solution of 60 (1.32 g, 5.6 mmol) in MeOH was added NaOH (3M, 75 mL, 0.22 mol) dropwise. The mixture was stirred at room temperature over night. It was then cooled in an ice-water bath and acidified to pH<2 with HCl (2N). The mixture was then extracted with CHCl3 (3×). The combined organic layers were dried over Na2SO4 and concentrated in vacuum to yield 61 as a white solid (1.0 g, 86%). The reactants are CSC=1NC(C(=CN1)C(=O)OCC)=O (Ethyl 2-(methylthio)-6-oxo-1,6-dihyropyrimidine-5-carboxylate), C(C1=CC=CC=C1)N1CC(CC1)N (1-benzylpyrrolidin-3-amine). Solvent: C(C)O (ethanol). Run at temperature 80 celsius. The product is C(C1=CC=CC=C1)N1CC(CC1)NC=1NC(C(=CN1)C(=O)OCC)=O (ethyl 2-((1-benzylpyrrolidin-3-yl)amino)-6-oxo-1,6-dihydropyrimidine-5-carboxylate). Reaction SMILES: CS[C:3]1[NH:4][C:5](=[O:14])[C:6]([C:9]([O:11][CH2:12][CH3:13])=[O:10])=[CH:7][N:8]=1.[CH2:15]([N:22]1[CH2:26][CH2:25][CH:24]([NH2:27])[CH2:23]1)[C:16]1[CH:21]=[CH:20][CH:19]=[CH:18][CH:17]=1>C(O)C>[CH2:15]([N:22]1[CH2:26][CH2:25][CH:24]([NH:27][C:3]2[NH:4][C:5](=[O:14])[C:6]([C:9]([O:11][CH2:12][CH3:13])=[O:10])=[CH:7][N:8]=2)[CH2:23]1)[C:16]1[CH:17]=[CH:18][CH:19]=[CH:20][CH:21]=1. Procedure details: Ethyl 2-(methylthio)-6-oxo-1,6-dihyropyrimidine-5-carboxylate (313 mg, 1.460 mmol) and 1-benzylpyrrolidin-3-amine (257 mg, 1.460 mmol) were dissolved in 10 mL of ethanol and heated at 80° C. overnight. The precipitate was not evident so the solution was heated to 90° C. overnight. The final product was then recovered.